Dataset: the Open Reaction Database (ORD), a public repository of structured organic reaction records. Task: describe an organic reaction: reactants, conditions, products, and yield Procedure details: To a suspension of 3.5 g of 10% Pd/C in 150 ml of methanol containing ammonium formate (15 g) was added a solution of 2-phenylmethyl-4-isopropyl-5-methyl-1,2,5-thiadiazolidin-3-one 1,1-dioxide (7.1 g) in 50 ml of methanol. The mixture was stirred at room temperature for 7 hours, filtered through a pad of CELITE® and the residue was washed with methanol. The combined filtrate was concentrated in vacuo to afford 4-isopropyl-5-methyl-1,2,5-thiadiazolidin-3-one 1,1-dioxide 2-ammonium salt (Formula I... Reagents/catalysts: [Pd] (Pd/C). Reaction conditions: time 7 hour. Run in CO (methanol), CO (methanol). As a reaction SMILES: [CH:1]([O-:3])=O.[NH4+].[C:5]1([CH2:11][N:12]2C(=O)C(C(C)C)[N:14](C)[S:13]2(=[O:23])=[O:22])C=CC=[CH:7][CH:6]=1>CO.[Pd]>[CH2:5]([CH:11]1[NH:12][S:13](=[O:23])(=[O:22])[NH:14][C:1]1=[O:3])[CH2:6][CH3:7] |f:0.1|. Product: 4-isopropyl-5-methyl-1,2,5-thiadiazolidin-3-one 1,1-dioxide 2-ammonium salt, C(CC)C1C(NS(N1)(=O)=O)=O (4-propyl-1,2,5-thiadiazolidin-3-one 1,1-dioxide). Starting materials: C(=O)[O-].[NH4+] (ammonium formate), C1(=CC=CC=C1)CN1S(N(C(C1=O)C(C)C)C)(=O)=O (2-phenylmethyl-4-isopropyl-5-methyl-1,2,5-thiadiazolidin-3-one 1,1-dioxide).